From a dataset of the Open Reaction Database (ORD), a public repository of structured organic reaction records. describe an organic reaction: reactants, conditions, products, and yield Yields the product CCc1cc(-c2noc(-c3cc(C)nc(CC(C)C)c3)n2)cc(C)c1OCC1COC(C)(C)OC1. As a reaction SMILES: [CH2:1]([CH3:2])[c:3]1[c:4]([OH:26])[c:5]([CH3:25])[cH:6][c:7](-[c:9]2[n:10][o:11][c:12](-[c:14]3[cH:15][c:16]([CH2:21][CH:22]([CH3:23])[CH3:24])[n:17][c:18]([CH3:20])[cH:19]3)[n:13]2)[cH:8]1.[CH3:27][C:28]1([CH3:40])[O:29][CH2:30][CH:31]([CH2:34][O:35][S:36]([CH3:37])(=[O:38])=[O:39])[CH2:32][O:33]1.[CH:41]([OH:42])([CH3:43])[CH3:44].[Na+:46].[OH-:45]>>[CH2:1]([CH3:2])[c:3]1[c:4]([O:26][CH2:34][CH:31]2[CH2:30][O:29][C:28]([CH3:27])([CH3:40])[O:33][CH2:32]2)[c:5]([CH3:25])[cH:6][c:7](-[c:9]2[n:10][o:11][c:12](-[c:14]3[cH:15][c:16]([CH2:21][CH:22]([CH3:23])[CH3:24])[n:17][c:18]([CH3:20])[cH:19]3)[n:13]2)[cH:8]1. Starting materials: CCc1cc(-c2noc(-c3cc(C)nc(CC(C)C)c3)n2)cc(C)c1O, CC1(C)OCC(COS(C)(=O)=O)CO1, CC(C)O, [Na+], [OH-].